This data is from the Open Reaction Database (ORD), a public repository of structured organic reaction records. The task is: describe an organic reaction: reactants, conditions, products, and yield Reactants: ClC=1C=C2C(CCOC2=CC1OC1=CC=C(C=C1)C(NC1CC(CCC1)C1=CC=C(C=C1)Cl)=O)C(=O)O (6-chloro-7-(4-(3-(4-chlorophenyl)cyclohexylcarbamoyl)phenoxy)chroman-4-carboxylic acid), C[O-].[Na+] (sodium methanolate). The solvent is CO (methanol), CO (methanol). Conditions: time 8 hour. Product: ClC=1C=C2C(CCOC2=CC1OC1=CC=C(C=C1)C(NC1CC(CCC1)C1=CC=C(C=C1)Cl)=O)C(=O)[O-].[Na+] (sodium 6-chloro-7-(4-(3-(4-chlorophenyl)cyclohexylcarbamoyl)phenoxy)chroman-4-carboxylate). The yield is 99.1%. Reaction SMILES: [Cl:1][C:2]1[CH:3]=[C:4]2[C:9](=[CH:10][C:11]=1[O:12][C:13]1[CH:18]=[CH:17][C:16]([C:19](=[O:34])[NH:20][CH:21]3[CH2:26][CH2:25][CH2:24][CH:23]([C:27]4[CH:32]=[CH:31][C:30]([Cl:33])=[CH:29][CH:28]=4)[CH2:22]3)=[CH:15][CH:14]=1)[O:8][CH2:7][CH2:6][CH:5]2[C:35]([OH:37])=[O:36].C[O-].[Na+:40]>CO>[Cl:1][C:2]1[CH:3]=[C:4]2[C:9](=[CH:10][C:11]=1[O:12][C:13]1[CH:14]=[CH:15][C:16]([C:19](=[O:34])[NH:20][CH:21]3[CH2:26][CH2:25][CH2:24][CH:23]([C:27]4[CH:28]=[CH:29][C:30]([Cl:33])=[CH:31][CH:32]=4)[CH2:22]3)=[CH:17][CH:18]=1)[O:8][CH2:7][CH2:6][CH:5]2[C:35]([O-:37])=[O:36].[Na+:40] |f:1.2,4.5|. Procedure details: To a solution of 6-chloro-7-(4-(3-(4-chlorophenyl)cyclohexylcarbamoyl)phenoxy)chroman-4-carboxylic acid (0.032 g, 0.0592 mmol) in methanol (2 ml) was added 0.5M sodium methanolate in methanol (0.121 ml, 0.0604 mmol), and the reaction was stirred overnight. The reaction was concentrated to yield 33 mg of the title compound (99.1% yield). MS (apci) m/z=540.0 (M-Na+2H). Starting materials: CC1=CC=C(C(=O)Cl)C=C1 (4-Methylbenzoyl chloride), [C@@H]1([C@H](O)[C@H](O)[C@@H](CO)O1)N1C(=O)NC(=O)C=C1 (uridine). Run in N1=CC=CC=C1 (pyridine). Product: CC1=CC=C(C(=O)OC[C@@H]2[C@H]([C@H]([C@@H](O2)N2C(=O)NC(=O)C=C2)O)O)C=C1 (5′-O-(4-Methylbenzoyl)uridine). As a reaction SMILES: [CH3:1][C:2]1[CH:10]=[CH:9][C:5]([C:6](Cl)=[O:7])=[CH:4][CH:3]=1.[C@@H:11]1([N:20]2[CH:27]=[CH:26][C:24](=[O:25])[NH:23][C:21]2=[O:22])[O:19][C@H:16]([CH2:17][OH:18])[C@@H:14]([OH:15])[C@H:12]1[OH:13]>N1C=CC=CC=1>[CH3:1][C:2]1[CH:10]=[CH:9][C:5]([C:6]([O:18][CH2:17][C@H:16]2[O:19][C@@H:11]([N:20]3[CH:27]=[CH:26][C:24](=[O:25])[NH:23][C:21]3=[O:22])[C@H:12]([OH:13])[C@@H:14]2[OH:15])=[O:7])=[CH:4][CH:3]=1. Procedure: 4-Methylbenzoyl chloride (10 mmol) is added to a solution of uridine (10 mmol) in 20 mL of pyridine. After no further progress occurs as observed by TLC, the volatile components are evaporated in vacuo. The residue is purified using flash chromatography to give the product as a colorless oil. The reactants are O (water), C(C)(C)(C)OC(N[C@H](CNC(CCl)=O)C)=O ((S)-tert-butyl(1-(2-chloroacetamido)propan-2-yl)carbamate), CC(C)(C)OC(=O)OC(=O)OC(C)(C)C ((Boc)2O), C([O-])([O-])=O.[K+].[K+] (potassium carbonate). The solvent is FC(C(=O)O)(F)F (trifluoroacetic acid). Conditions: time 10 minute. The product is C[C@@H]1N(CC(NC1)=O)C(=O)OC(C)(C)C ((S)-tert-butyl 2-methyl-5-oxopiperazine-1-carboxylate). Isolated yield 78.0%. RXN SMILES: [C:1]([O:5][C:6](=[O:16])[NH:7][C@@H:8]([CH3:15])[CH2:9][NH:10][C:11](=[O:14])[CH2:12]Cl)([CH3:4])([CH3:3])[CH3:2].C(=O)([O-])[O-].[K+].[K+].CC(OC(OC(OC(C)(C)C)=O)=O)(C)C.O>FC(F)(F)C(O)=O>[CH3:15][C@H:8]1[CH2:9][NH:10][C:11](=[O:14])[CH2:12][N:7]1[C:6]([O:5][C:1]([CH3:4])([CH3:3])[CH3:2])=[O:16] |f:1.2.3|. Procedure details: (S)-tert-butyl(1-(2-chloroacetamido)propan-2-yl)carbamate (7.5 g, 29.9 mmol) was dissolved in trifluoroacetic acid (30 mL) and stirred for 10 minutes. The reaction mixture was concentrated, dissolved in THF (321 mL) and potassium carbonate (20.7 g, 149.5 mmol) was added and the reaction mixture was refluxed for 12 hours. To the reaction mixture was added (Boc)2O (7.7 mL, 35.9 mmol) and the reaction mixture was refluxed for an additional 5 hours. The reaction mixture was cooled to rt and water wa...